From a dataset of the Open Reaction Database (ORD), a public repository of structured organic reaction records. describe an organic reaction: reactants, conditions, products, and yield Reactants: N(=[N+]=[N-])CCN1CCCCC1 (1-(2-azidoethyl)piperidine), C1CCC2=NCCCN2CC1 (DBU), C(C#C)NC1=CC(=NC=C1C(=O)N)NC1=CC=C(C=C1)C1CCOCC1 (4-(prop-2-ynylamino)-6-(4-(tetrahydro-2H-pyran-4-yl)phenylamino)nicotinamide). The reagents and catalysts are [Cu]I (CuI). Run in CO (MeOH). Reaction conditions: time 5 hour. Yields the product N1(CCCCC1)CCN1N=NC(=C1)CNC1=CC(=NC=C1C(=O)N)NC1=CC=C(C=C1)C1CCOCC1 (4-((1-(2-(piperidin-1-yl)ethyl)-1H-1,2,3-triazol-4-yl)methylamino)-6-(4-(tetrahydro-2H-pyran-4-yl)phenylamino)nicotinamide). As a reaction SMILES: [CH2:1]([NH:4][C:5]1[C:10]([C:11]([NH2:13])=[O:12])=[CH:9][N:8]=[C:7]([NH:14][C:15]2[CH:20]=[CH:19][C:18]([CH:21]3[CH2:26][CH2:25][O:24][CH2:23][CH2:22]3)=[CH:17][CH:16]=2)[CH:6]=1)[C:2]#[CH:3].[N:27]([CH2:30][CH2:31][N:32]1[CH2:37][CH2:36][CH2:35][CH2:34][CH2:33]1)=[N+:28]=[N-:29].C1CCN2C(=NCCC2)CC1>CO.[Cu]I>[N:32]1([CH2:31][CH2:30][N:27]2[CH:3]=[C:2]([CH2:1][NH:4][C:5]3[C:10]([C:11]([NH2:13])=[O:12])=[CH:9][N:8]=[C:7]([NH:14][C:15]4[CH:20]=[CH:19][C:18]([CH:21]5[CH2:22][CH2:23][O:24][CH2:25][CH2:26]5)=[CH:17][CH:16]=4)[CH:6]=3)[N:29]=[N:28]2)[CH2:37][CH2:36][CH2:35][CH2:34][CH2:33]1. Procedure details: Compound 4-(prop-2-ynylamino)-6-(4-(tetrahydro-2H-pyran-4-yl)phenylamino)nicotinamide (Example 184) (20 mg, 0.057 mmol) was dissolved in 6 mL MeOH. To it were added 1-(2-azidoethyl)piperidine (18 mg, 0.11 mmol), DBU (26 μL, 0.17 mmol) and finally powder CuI (13 mg, 0.068 mmol). The mixture was stirred at RT for 5 h, filtered and subjected to reverse phase prep HPLC to isolate the title compound. MS found for C27H36N8O2 as (M+H)+ 505.4. UV: λ=259 nm. 1H NMR: (CD3OD) δ 8.14 (1H, s), 8.12 (1H, s), ... RXN SMILES: [CH3:1][O:2][C:3](=[O:29])[C@H:4]([CH2:20][O:21][Si](C(C)(C)C)(C)C)[NH:5][C:6](=[O:19])[C:7]1[CH:12]=[C:11]([O:13][CH3:14])[C:10]([O:15][CH3:16])=[C:9]([O:17][CH3:18])[CH:8]=1.[F-].C([N+](CCCC)(CCCC)CCCC)CCC>C1COCC1>[CH3:1][O:2][C:3](=[O:29])[C@H:4]([CH2:20][OH:21])[NH:5][C:6](=[O:19])[C:7]1[CH:8]=[C:9]([O:17][CH3:18])[C:10]([O:15][CH3:16])=[C:11]([O:13][CH3:14])[CH:12]=1 |f:1.2|. Reactants: COC([C@@H](NC(C1=CC(=C(C(=C1)OC)OC)OC)=O)CO[Si](C)(C)C(C)(C)C)=O (O-tert-Butyldimethylsilyl-N-(3,4,5-trimethoxy-benzoyl)-L-serine methyl ester), [F-].C(CCC)[N+](CCCC)(CCCC)CCCC (tetrabutylammonium fluoride). Procedure: O-tert-Butyldimethylsilyl-N-(3,4,5-trimethoxy-benzoyl)-L-serine methyl ester (15.91 g) was dissolved in THF (70 mL), and to the solution a THF solution (55.82 mL) of 1.0 M tetrabutylammonium fluoride was added at 0° C., and the mixture was stirred at room temperature for 2 hours. The reaction mixture was concentrated under reduced pressure, and the residue was diluted with ethyl acetate, washed with water and saturated brine, dried over anhydrous sodium sulfate and concentrated under reduced pre... The product is COC([C@@H](NC(C1=CC(=C(C(=C1)OC)OC)OC)=O)CO)=O (N-(3,4,5-Trimethoxybenzoyl)-L-serine Methyl Ester). Conditions: time 2 hour. The solvent is C1CCOC1 (THF), C1CCOC1 (THF). The reactants are CC1(CC(C1)C(C1=CC=C(C(=O)NCCC(=O)OCC)C=C1)NC=1C=NC(=NC1)N1N=CC(=C1)C(F)(F)F)C ((+/−)-ethyl 3-(4-((3,3-dimethylcyclobutyl)(2-(4-(trifluoromethyl)-1H-pyrazol-1-yl)pyrimidin-5-ylamino)methyl)benzamido)propanoate), C(=O)=O.CO (CO2 methanol). Product: CC1(CC(C1)C(C1=CC=C(C(=O)NC=CC(=O)OCC)C=C1)NC=1C=NC(=NC1)N1N=CC(=C1)C(F)(F)F)C (ethyl 3-(4-((3,3-dimethylcyclobutyl)(2-(4-(trifluoromethyl)-1H-pyrazol-1-yl)pyrimidin-5-ylamino)methyl)benzamido)propenoate), CC1(CC(C1)C(C1=CC=C(C(=O)NCCC(=O)OCC)C=C1)NC=1C=NC(=NC1)N1N=CC(=C1)C(F)(F)F)C (ethyl 3-(4-((3,3-dimethylcyclobutyl)(2-(4-(trifluoromethyl)-1H-pyrazol-1-yl)pyrimidin-5-ylamino)methyl)benzamido)propanoate). As a reaction SMILES: [CH3:1][C:2]1([CH3:39])[CH2:5][CH:4]([CH:6]([NH:23][C:24]2[CH:25]=[N:26][C:27]([N:30]3[CH:34]=[C:33]([C:35]([F:38])([F:37])[F:36])[CH:32]=[N:31]3)=[N:28][CH:29]=2)[C:7]2[CH:22]=[CH:21][C:10]([C:11]([NH:13][CH2:14][CH2:15][C:16]([O:18][CH2:19][CH3:20])=[O:17])=[O:12])=[CH:9][CH:8]=2)[CH2:3]1.C(=O)=O.CO>>[CH3:39][C:2]1([CH3:1])[CH2:5][CH:4]([CH:6]([NH:23][C:24]2[CH:29]=[N:28][C:27]([N:30]3[CH:34]=[C:33]([C:35]([F:37])([F:38])[F:36])[CH:32]=[N:31]3)=[N:26][CH:25]=2)[C:7]2[CH:8]=[CH:9][C:10]([C:11]([NH:13][CH:14]=[CH:15][C:16]([O:18][CH2:19][CH3:20])=[O:17])=[O:12])=[CH:21][CH:22]=2)[CH2:3]1.[CH3:39][C:2]1([CH3:1])[CH2:5][CH:4]([CH:6]([NH:23][C:24]2[CH:29]=[N:28][C:27]([N:30]3[CH:34]=[C:33]([C:35]([F:37])([F:38])[F:36])[CH:32]=[N:31]3)=[N:26][CH:25]=2)[C:7]2[CH:8]=[CH:9][C:10]([C:11]([NH:13][CH2:14][CH2:15][C:16]([O:18][CH2:19][CH3:20])=[O:17])=[O:12])=[CH:21][CH:22]=2)[CH2:3]1 |f:1.2|. Reported procedure: (+/−)-ethyl 3-(4-((3,3-dimethylcyclobutyl)(2-(4-(trifluoromethyl)-1H-pyrazol-1-yl)pyrimidin-5-ylamino)methyl)benzamido)propanoate was resolved by chiral SFC (Column: Chiralpak IA. Dimensions: 10 mm×25 cm. Mobile Phase: 65/35 CO2/methanol. Flow Rate: 10.0 mL/min. Modifier: none) to give ethyl 3-(4-((3,3-dimethylcyclobutyl)(2-(4-(trifluoromethyl)-1H-pyrazol-1-yl)pyrimidin-5-ylamino)methyl)benzamido)propenoate Isomer 1 (retention time: 3.42 min) and ethyl 3-(4-((3,3-dimethylcyclobutyl)(2-(4-(triflu...